describe an organic reaction: reactants, conditions, products, and yield From a dataset of the Open Reaction Database (ORD), a public repository of structured organic reaction records. Reactants: CN(C(=O)C1=CC2=C(NC(O2)=S)C=C1)C (N,N-dimethyl-2-thioxo-2,3-dihydrobenzo[d]oxazole-6-carboxamide), Cl.Cl.N1C[C@@H](CC1)N1CCCCC1 ((R)-1-(pyrrolidin-3-yl)piperidine dihydrochloride). Solvent: ClCCl (dichloromethane), C=1(C(=CC=CC1)C)C (xylene). Reaction conditions: temperature 150 celsius. Yields the product CN(C(=O)C1=CC2=C(N=C(O2)N2C[C@@H](CC2)N2CCCCC2)C=C1)C ((R)—N,N-dimethyl-2-(3-(piperidin-1-yl)pyrrolidin-1-yl)benzo[d]oxazole-6-carboxamide). RXN SMILES: [CH3:1][N:2]([CH3:15])[C:3]([C:5]1[CH:14]=[CH:13][C:8]2[NH:9][C:10](=S)[O:11][C:7]=2[CH:6]=1)=[O:4].Cl.Cl.[NH:18]1[CH2:22][CH2:21][C@@H:20]([N:23]2[CH2:28][CH2:27][CH2:26][CH2:25][CH2:24]2)[CH2:19]1>C1(C)C(C)=CC=CC=1.ClCCl>[CH3:1][N:2]([CH3:15])[C:3]([C:5]1[CH:14]=[CH:13][C:8]2[N:9]=[C:10]([N:18]3[CH2:22][CH2:21][C@@H:20]([N:23]4[CH2:24][CH2:25][CH2:26][CH2:27][CH2:28]4)[CH2:19]3)[O:11][C:7]=2[CH:6]=1)=[O:4] |f:1.2.3|. Procedure details: N,N-Dimethyl-2-thioxo-2,3-dihydrobenzo[d]oxazole-6-carboxamide (Example 92C, 44 mg, 0.119 mmol) and (R)-1-(pyrrolidin-3-yl)piperidine dihydrochloride (Reference Example 5c, 54 mg, 0.238 mmol) were combined in xylene (1 mL) and heated to 150° C. for 30 minutes. The mixture was diluted with dichloromethane, washed with water, and the organic layer was absorbed on silica gel. The crude mixture was purified by silica gel chromatography eluting with a gradient of methanol in dichloromethane (2-20%) t... Starting materials: C(CCC)[SnH](CCCC)CCCC (tributyltin hydride), OC1CC(N(C(C1)(C)C)O)(C)C (4-hydroxy-1-oxyl-2,2,6,6-tetramethylpiperidine), ICCCCCCCC (1-iodooctane). Solvent: ClC1=CC=CC=C1 (chlorobenzene). Yields the product OC1CC(N(C(C1)(C)C)OCCCCCCCC)(C)C (4-Hydroxy-1-octyloxy-2,2,6,6-tetramethylpiperidine). Reaction SMILES: C([SnH](CCCC)CCCC)CCC.[OH:14][CH:15]1[CH2:20][C:19]([CH3:22])([CH3:21])[N:18]([OH:23])[C:17]([CH3:25])([CH3:24])[CH2:16]1.I[CH2:27][CH2:28][CH2:29][CH2:30][CH2:31][CH2:32][CH2:33][CH3:34]>ClC1C=CC=CC=1>[OH:14][CH:15]1[CH2:20][C:19]([CH3:21])([CH3:22])[N:18]([O:23][CH2:27][CH2:28][CH2:29][CH2:30][CH2:31][CH2:32][CH2:33][CH3:34])[C:17]([CH3:25])([CH3:24])[CH2:16]1. Procedure details: The title compound is prepared by the dropwise addition of tributyltin hydride to a solution of 4-hydroxy-1-oxyl-2,2,6,6-tetramethylpiperidine and 1-iodooctane in chlorobenzene under a nitrogen atmosphere. The reactants are C(=O)(O)[O-].[Na+] (NaHCO3), Cl.C1NCCC=2N(C=3C=CC=CC3C21)CC(=O)OCC (Ethyl (1,2,3,4-tetrahydro-pyrido[4,3-b]indol-5-yl)-acetate hydrochloride), C1(CCCCC1)C(C(=O)O)C1=CC=CC=C1 (cyclohexyl-phenylacetic acid), CCN(C(C)C)C(C)C (DIEA), O=P(Cl)(Cl)Cl (POCl3). Run in ClCCl (dichloromethane). Run at time 8 hour. Product: C1(CCCCC1)C(C(=O)N1CC2=C(N(C=3C=CC=CC23)CC(=O)OCC)CC1)C1=CC=CC=C1 (ethyl [2-(2-cyclohexyl-2-phenyl-acetyl)-1,2,3,4-tetrahydro-pyrido[4,3-b]indol-5-yl]-acetate). The yield is 74.4%. Reaction SMILES: Cl.[CH2:2]1[C:14]2[C:13]3[CH:12]=[CH:11][CH:10]=[CH:9][C:8]=3[N:7]([CH2:15][C:16]([O:18][CH2:19][CH3:20])=[O:17])[C:6]=2[CH2:5][CH2:4][NH:3]1.[CH:21]1([CH:27]([C:31]2[CH:36]=[CH:35][CH:34]=[CH:33][CH:32]=2)[C:28](O)=[O:29])[CH2:26][CH2:25][CH2:24][CH2:23][CH2:22]1.CCN(C(C)C)C(C)C.O=P(Cl)(Cl)Cl.C([O-])(O)=O.[Na+]>ClCCl>[CH:31]1([CH:27]([C:21]2[CH:22]=[CH:23][CH:24]=[CH:25][CH:26]=2)[C:28]([N:3]2[CH2:4][CH2:5][C:6]3[N:7]([CH2:15][C:16]([O:18][CH2:19][CH3:20])=[O:17])[C:8]4[CH:9]=[CH:10][CH:11]=[CH:12][C:13]=4[C:14]=3[CH2:2]2)=[O:29])[CH2:36][CH2:35][CH2:34][CH2:33][CH2:32]1 |f:0.1,5.6|. Procedure: Step a): To a stirred solution of Intermediate 1 (25 mg, 0.085 mmol), cyclohexyl-phenylacetic acid (27.7 mg, 0.127 mmol) and DIEA (73 μl, 0.424 mmol) in dichloromethane (1 ml) is added POCl3 (9 μl, 0.093 mmol). The resulting yellow reaction mixture is stirred at rt overnight, then saturated aqueous NaHCO3 solution (2 ml) is added. The organic layer is separated and washed with water (2 ml). Evaporation of the solvent gave a crude that is purified by silica gel column chromatography (hexane/EtOAc... Starting materials: O=C([O-])[O-], CC(=O)[O-], CC(=O)[O-], Cc1ccccc1, Clc1cc(-c2cnco2)cc(Cl)n1, [Cs+], [Cs+], CC(N)c1ccc(F)cc1, [Pd+2], c1ccc(P(c2ccccc2)c2ccc3ccccc3c2-c2c(P(c3ccccc3)c3ccccc3)ccc3ccccc23)cc1. Product: CC(Nc1cc(-c2cnco2)cc(Cl)n1)c1ccc(F)cc1. RXN SMILES: [C:70](=[O:71])([O-:72])[O-:73].[C:76]([O-:77])(=[O:78])[CH3:79].[C:81]([O-:82])(=[O:83])[CH3:84].[CH3:85][c:86]1[cH:87][cH:88][cH:89][cH:90][cH:91]1.[Cl:1][c:2]1[n:3][c:4]([Cl:13])[cH:5][c:6](-[c:8]2[cH:9][n:10][cH:11][o:12]2)[cH:7]1.[Cs+:74].[Cs+:75].[F:14][c:15]1[cH:16][cH:17][c:18]([CH:21]([CH3:22])[NH2:23])[cH:19][cH:20]1.[Pd+2:80].[c:24]1([P:25]([c:26]2[cH:27][cH:28][cH:29][cH:30][cH:31]2)[c:32]2[cH:33][cH:34][c:35]3[c:36]([cH:37][cH:38][cH:39][cH:40]3)[c:41]2-[c:42]2[c:43]3[c:44]([cH:45][cH:46][cH:47][cH:48]3)[cH:49][cH:50][c:51]2[P:52]([c:53]2[cH:54][cH:55][cH:56][cH:57][cH:58]2)[c:59]2[cH:60][cH:61][cH:62][cH:63][cH:64]2)[cH:65][cH:66][cH:67][cH:68][cH:69]1>>[c:2]1([NH:23][CH:21]([c:18]2[cH:17][cH:16][c:15]([F:14])[cH:20][cH:19]2)[CH3:22])[n:3][c:4]([Cl:13])[cH:5][c:6](-[c:8]2[cH:9][n:10][cH:11][o:12]2)[cH:7]1. Reactants: NC1=C(C(N(C(N1C1CC1)=O)C1CC1)=O)N=O (6-amino-1,3-dicyclopropyl-5-nitrosouracil), N(=O)[O-].[Na+] (sodium nitrite), S(=O)([O-])S(=O)[O-].[Na+].[Na+] (sodium hydrosulfite), NC1=CC(N(C(N1CC1CC1)=O)CC1CC1)=O (6-amino-1,3-bis(cyclopropylmethyl)uracil). Product: NC=1C(N(C(N(C1N)C1CC1)=O)C1CC1)=O (5,6-Diamino-1,3-dicyclopropyluracil). The yield is 84.9%. RXN SMILES: [NH2:1][C:2]1[N:7]([CH:8]2[CH2:10][CH2:9]2)[C:6](=[O:11])[N:5]([CH:12]2[CH2:14][CH2:13]2)[C:4](=[O:15])[C:3]=1[N:16]=O.S(S([O-])=O)([O-])=O.[Na+].[Na+].NC1N(CC2CC2)C(=O)N(CC2CC2)C(=O)C=1.N([O-])=O.[Na+]>>[NH2:16][C:3]1[C:4](=[O:15])[N:5]([CH:12]2[CH2:14][CH2:13]2)[C:6](=[O:11])[N:7]([CH:8]2[CH2:10][CH2:9]2)[C:2]=1[NH2:1] |f:1.2.3,5.6|. Procedure: The procedure similar to that described in Reference Example 1 was repeated except that 1.55 g (6.57 mmol) of Compound g prepared above and 2.86 g (16.4 mmol) of sodium hydrosulfite were employed in place of 6-amino-1,3-bis(cyclopropylmethyl)uracil and sodium nitrite, respectively. As a result, 1.24 g (yield: 75%) of Compound d was obtained as white powder. Procedure: To a mixture of 0.59 g of 2-bromo-4-(4-chlorophenylthio)phenol, 0.28 g of potassium carbonate and 20 ml of N,N-dimethylformamide, a solution prepared by dissolving 0.30 g of 1,1,3-trichloropropene in 5 ml of N,N-dimethylformamide was added dropwise at room temperature with stirring. After the mixture was stirred at room temperature for 6 hours, the reaction solution was poured into ice-water, and extracted twice with 50 ml of diethyl ether. Then, the ether layers were combined, washed with water... The solvent is CN(C=O)C (N,N-dimethylformamide), CN(C=O)C (N,N-dimethylformamide). Product: BrC1=C(C=CC(=C1)SC1=CC=C(C=C1)Cl)OCC=C(Cl)Cl (2-bromo-4-(4-chlorophenylthio)-1-(3,3-dichloro-2-propenyloxy)benzene). Reaction SMILES: [Br:1][C:2]1[CH:7]=[C:6]([S:8][C:9]2[CH:14]=[CH:13][C:12]([Cl:15])=[CH:11][CH:10]=2)[CH:5]=[CH:4][C:3]=1[OH:16].C(=O)([O-])[O-].[K+].[K+].[Cl:23][C:24]([Cl:28])=[CH:25][CH2:26]Cl>CN(C)C=O>[Br:1][C:2]1[CH:7]=[C:6]([S:8][C:9]2[CH:14]=[CH:13][C:12]([Cl:15])=[CH:11][CH:10]=2)[CH:5]=[CH:4][C:3]=1[O:16][CH2:26][CH:25]=[C:24]([Cl:28])[Cl:23] |f:1.2.3|. Yield: 78.1%. The reactants are BrC1=C(C=CC(=C1)SC1=CC=C(C=C1)Cl)O (2-bromo-4-(4-chlorophenylthio)phenol), C([O-])([O-])=O.[K+].[K+] (potassium carbonate), ClC(=CCCl)Cl (1,1,3-trichloropropene), ice water, crude product. Starting materials: ClC1=CC=C2C(=CNC2=C1)C(=O)N1CCC(CC1)C1=C(C=CC=C1OC)OC ((6-chloro-1H-indol-3-yl)-[4-(2,6-dimethoxy-phenyl)-piperidin-1-yl]-methanone), ClCCN(C)C ((2-chloro-ethyl)-dimethyl-amine). Yields the product ClC1=CC=C2C(=CN(C2=C1)CCN(C)C)C(=O)N1CCC(CC1)C1=C(C=CC=C1OC)OC ([6-Chloro-1-(2-dimethylamino-ethyl)-1H-indol-3-yl]-[4-(2,6-dimethoxy-phenyl)-piperidin-1-yl]-methanone). RXN SMILES: [Cl:1][C:2]1[CH:10]=[C:9]2[C:5]([C:6]([C:11]([N:13]3[CH2:18][CH2:17][CH:16]([C:19]4[C:24]([O:25][CH3:26])=[CH:23][CH:22]=[CH:21][C:20]=4[O:27][CH3:28])[CH2:15][CH2:14]3)=[O:12])=[CH:7][NH:8]2)=[CH:4][CH:3]=1.Cl[CH2:30][CH2:31][N:32]([CH3:34])[CH3:33]>>[Cl:1][C:2]1[CH:10]=[C:9]2[C:5]([C:6]([C:11]([N:13]3[CH2:14][CH2:15][CH:16]([C:19]4[C:24]([O:25][CH3:26])=[CH:23][CH:22]=[CH:21][C:20]=4[O:27][CH3:28])[CH2:17][CH2:18]3)=[O:12])=[CH:7][N:8]2[CH2:30][CH2:31][N:32]([CH3:34])[CH3:33])=[CH:4][CH:3]=1. Reported procedure: Following general procedure II, the alkylation of (6-chloro-1H-indol-3-yl)-[4-(2,6-dimethoxy-phenyl)-piperidin-1-yl]-methanone (preparation described herein), with (commercially available) (2-chloro-ethyl)-dimethyl-amine gave the title compound. As a reaction SMILES: [CH3:1][O:2][CH2:3][CH2:4][O:5][C:6]1[CH:11]=[CH:10][C:9]([N+:12]([O-])=O)=[C:8]([N+:15]([O-])=O)[CH:7]=1.[CH3:18][C:19]1[NH:20][C:21]2[C:26]([CH:27]=1)=[CH:25][C:24]([NH:28][C:29]([C:31]1[CH:38]=[CH:37][C:34]([CH:35]=O)=[CH:33][CH:32]=1)=[O:30])=[CH:23][CH:22]=2>>[CH3:1][O:2][CH2:3][CH2:4][O:5][C:6]1[CH:11]=[CH:10][C:9]2[N:12]=[C:35]([C:34]3[CH:33]=[CH:32][C:31]([C:29]([NH:28][C:24]4[CH:25]=[C:26]5[C:21](=[CH:22][CH:23]=4)[NH:20][C:19]([CH3:18])=[CH:27]5)=[O:30])=[CH:38][CH:37]=3)[NH:15][C:8]=2[CH:7]=1. Procedure details: Compound 662 was prepared according to the procedure similar to that described in Scheme III from 1-(2-methoxyethoxy-3,4-dinitrobenzene and 4-(2-methyl-5-indolylaminocarbonyl)benzaldehyde. [M+H]+ calcd for C26H24N4O3: 441.18; found: 441.02. Starting materials: COCCOC1=CC(=C(C=C1)[N+](=O)[O-])[N+](=O)[O-] (2-methoxyethoxy-3,4-dinitrobenzene), CC=1NC2=CC=C(C=C2C1)NC(=O)C1=CC=C(C=O)C=C1 (4-(2-methyl-5-indolylaminocarbonyl)benzaldehyde). Yields the product COCCOC=1C=CC2=C(NC(=N2)C2=CC=C(C(=O)NC=3C=C4C=C(NC4=CC3)C)C=C2)C1 (4-(6-(2-Methoxyethoxy)-1H-benzo[d]imidazol-2-yl)-N-(2-methyl-1H-indol-5-yl)benzamide). Reactants: CCOC(=O)Cl, Cc1ccccc1, Cc1ccccc1C, CN1CCC(C(O)(c2ccccc2)c2ccccc2F)CC1. The product is CCOC(=O)N1CCC(C(O)(c2ccccc2)c2ccccc2F)CC1. As a reaction SMILES: [C:30]([O:31][CH2:32][CH3:33])(=[O:34])[Cl:35].[CH3:23][c:24]1[cH:25][cH:26][cH:27][cH:28][cH:29]1.[CH3:36][c:37]1[cH:38][cH:39][cH:40][cH:41][c:42]1[CH3:43].[F:1][c:2]1[c:3]([C:8]([OH:9])([CH:10]2[CH2:11][CH2:12][N:13]([CH3:16])[CH2:14][CH2:15]2)[c:17]2[cH:18][cH:19][cH:20][cH:21][cH:22]2)[cH:4][cH:5][cH:6][cH:7]1>>[F:1][c:2]1[c:3]([C:8]([OH:9])([CH:10]2[CH2:11][CH2:12][N:13]([C:30]([O:31][CH2:32][CH3:33])=[O:34])[CH2:14][CH2:15]2)[c:17]2[cH:18][cH:19][cH:20][cH:21][cH:22]2)[cH:4][cH:5][cH:6][cH:7]1.